This data is from the Open Reaction Database (ORD), a public repository of structured organic reaction records. The task is: describe an organic reaction: reactants, conditions, products, and yield Starting materials: ClC1=[N+](C=CC(=C1)C)[O-] (2-chloro-4-methylpyridine-N-oxide), NCCCO (3-amino-1-propanol), C(=O)(O)[O-].[Na+] (NaHCO3), C(C)(C)(CC)O (tert-amyl alcohol). Run in C(Cl)Cl (CH2Cl2). Conditions: time 16 hour. Yields the product OCCCNC1=[N+](C=CC(=C1)C)[O-] (2-[(3-hydroxy-1-propyl)amino]-4-methylpyridine-N-oxide). Yield: 87.7%. As a reaction SMILES: Cl[C:2]1[CH:7]=[C:6]([CH3:8])[CH:5]=[CH:4][N+:3]=1[O-:9].[NH2:10][CH2:11][CH2:12][CH2:13][OH:14].C([O-])(O)=O.[Na+].C(O)(CC)(C)C>C(Cl)Cl>[OH:14][CH2:13][CH2:12][CH2:11][NH:10][C:2]1[CH:7]=[C:6]([CH3:8])[CH:5]=[CH:4][N+:3]=1[O-:9] |f:2.3|. Reported procedure: A mixture of 2-chloro-4-methylpyridine-N-oxide (12.1 g, 0.068 mole) (Brown, E. V. J. Amer. Chem. Soc. 1957, 79, 3565), 3-amino-1-propanol (10.33 mL, 0.14 mole), NaHCO3 (28 g, 0.34 mole), and tert-amyl alcohol (70 mL) was heated to reflux. After 16 hr, the reaction was cooled, diluted with CH2Cl2 (300 mL), and suction filtered to remove insoluble materials. The filtrate was concentrated and reconcentrated from toluene to leave a yellow oil. Recrystallization from CH2Cl2/Et2O gave the title compou... The reactants are NC=1SC(=CC1C(=O)N)C1=C(C=C(C=C1F)C(C)(C)O)F (2-amino-5-[2,6-difluoro-4-(1-hydroxy-1-methylethyl)phenyl]thiophene-3-carboxamide), BrC1=CC=C(C=C1)S(=O)(=O)N1CCOCC1 (4-[(4-bromophenyl)sulfonyl]morpholine). Product: FC1=C(C(=CC(=C1)C(C)(C)O)F)C1=CC(=C(S1)NC1=CC=C(C=C1)S(=O)(=O)N1CCOCC1)C(=O)N (5-[2,6-difluoro-4-(1-hydroxy-1-methylethyl)phenyl]-2-{[4-(morpholin-4-ylsulfonyl)phenyl]amino}thiophene-3-carboxamide). RXN SMILES: [NH2:1][C:2]1[S:3][C:4]([C:10]2[C:15]([F:16])=[CH:14][C:13]([C:17]([OH:20])([CH3:19])[CH3:18])=[CH:12][C:11]=2[F:21])=[CH:5][C:6]=1[C:7]([NH2:9])=[O:8].Br[C:23]1[CH:28]=[CH:27][C:26]([S:29]([N:32]2[CH2:37][CH2:36][O:35][CH2:34][CH2:33]2)(=[O:31])=[O:30])=[CH:25][CH:24]=1>>[F:16][C:15]1[CH:14]=[C:13]([C:17]([OH:20])([CH3:18])[CH3:19])[CH:12]=[C:11]([F:21])[C:10]=1[C:4]1[S:3][C:2]([NH:1][C:23]2[CH:28]=[CH:27][C:26]([S:29]([N:32]3[CH2:33][CH2:34][O:35][CH2:36][CH2:37]3)(=[O:30])=[O:31])=[CH:25][CH:24]=2)=[C:6]([C:7]([NH2:9])=[O:8])[CH:5]=1. Procedure: 5-[2,6-difluoro-4-(1-hydroxy-1-methylethyl)phenyl]-2-{[4-(morpholin-4-ylsulfonyl)phenyl]amino}thiophene-3-carboxamide was prepared according to the general procedure in Example 1 using 2-amino-5-[2,6-difluoro-4-(1-hydroxy-1-methylethyl)phenyl]thiophene-3-carboxamide (150 mg, 0.480 mmol) and 4-[(4-bromophenyl)sulfonyl]morpholine (147 mg, 0.480 mmol) as the starting materials. The reactants are C(C=C)OC=1C=C(C(=O)OC)C=C(C1)C#N (methyl 3-(allyloxy)-5-cyanobenzoate), [OH-].[Li+] (lithium hydroxide). Solvent: CO.O1CCCC1 (methanol tetrahydrofuran). Reaction conditions: temperature 70 celsius, time 30 minute. The product is C(C=C)OC=1C=C(C(=O)O)C=C(C1)C#N (3-allyloxy-5-cyanobenzoic acid). The yield is 71.3%. As a reaction SMILES: [CH2:1]([O:4][C:5]1[CH:6]=[C:7]([CH:12]=[C:13]([C:15]#[N:16])[CH:14]=1)[C:8]([O:10]C)=[O:9])[CH:2]=[CH2:3].[OH-].[Li+]>CO.O1CCCC1>[CH2:1]([O:4][C:5]1[CH:6]=[C:7]([CH:12]=[C:13]([C:15]#[N:16])[CH:14]=1)[C:8]([OH:10])=[O:9])[CH:2]=[CH2:3] |f:1.2,3.4|. Reported procedure: A solution of methyl 3-(allyloxy)-5-cyanobenzoate (1.5 g, 6.9 mmol) in methanol-tetrahydrofuran (1:2, 30 mL) was treated with 0.5 N lithium hydroxide (17 mL, 8.3 mmol). The reaction was stirred at 70° C. for 30 minutes and then the solvent was removed in vacuo. The residue was dissolved in a small amount of water and then acidified (pH˜4) by the addition of 2N hydrogen chloride. The precipitate was collected and dried to afford 1.0 g (74%) of 3-allyloxy-5-cyanobenzoic acid as a white solid. The reactants are NC1=C(C=CC=C1C)SC=1C(=CC2=C3C1C=CC=C3C(C=3C=CC=CC23)=O)OCCCCCCCC (3-[(2-amino-3-methylphenyl)thio]-2-octyloxy-7H-benzo[de]anthracene-7-one), CN(C)C=O (DMF), N(=O)[O-].[Na+] (sodium nitrite), Cl (hydrochloric acid). The reagents and catalysts are S(=O)(=O)([O-])[O-].[Cu+2] (copper sulfate). The solvent is O (water). Reaction conditions: temperature 0 celsius, time 2 hour. Product: C(CCCCCCC)OC=1C=C2C=3C4=C(C5=C(C=CC=C5SC14)C)C=CC3C(C3=CC=CC=C32)=O (6-n-Octyloxy-11-methyl-14H-anthra(2,1,9 mna)thioxanthene-14-one). RXN SMILES: N[C:2]1[C:7]([CH3:8])=[CH:6][CH:5]=[CH:4][C:3]=1[S:9][C:10]1[C:11]([O:28][CH2:29][CH2:30][CH2:31][CH2:32][CH2:33][CH2:34][CH2:35][CH3:36])=[CH:12][C:13]2[C:26]3[CH:25]=[CH:24][CH:23]=[CH:22][C:21]=3C(=O)[C:19]3[C:14]=2[C:15]=1[CH:16]=[CH:17][CH:18]=3.CN([CH:40]=[O:41])C.Cl.N([O-])=O.[Na+]>O.S([O-])([O-])(=O)=O.[Cu+2]>[CH2:29]([O:28][C:11]1[CH:12]=[C:13]2[C:26]3[C:25](=[CH:24][CH:23]=[CH:22][CH:21]=3)[C:40](=[O:41])[C:19]3[CH:18]=[CH:17][C:16]4[C:2]5[C:3]([S:9][C:10]=1[C:15]=4[C:14]2=3)=[CH:4][CH:5]=[CH:6][C:7]=5[CH3:8])[CH2:30][CH2:31][CH2:32][CH2:33][CH2:34][CH2:35][CH3:36] |f:3.4,6.7|. Procedure: 70 g (0.14M) of 3-[(2-amino-3-methylphenyl)thio]-2-octyloxy-7H-benzo[de]anthracene-7-one and 1200 ml of DMF were placed into a 2 liter three-necked flask, equipped with a mechanical stirrer and a thermometer. The flask was set onto an ice bath. While stirring, 235 mg of 36% of hydrochloric acid has been added at a temperature not exceeding 20° C. After the reaction mixture was cooled to 0° C., 13.1 g of a sodium nitrite solution in 70 ml of water was added portionwise and held for an hour. Then ... Starting materials: CO, Cl, CC(C)(C)S(=O)NC(c1cnc(NC(=O)C2(c3ccc4c(c3)OCO4)CC2)s1)c1ccc(F)cc1Cl, C1COCCO1. Product: NC(c1cnc(NC(=O)C2(c3ccc4c(c3)OCO4)CC2)s1)c1ccc(F)cc1Cl. As a reaction SMILES: [CH3:44][OH:45].[ClH:37].[O:1]1[CH2:2][O:3][c:4]2[c:5]1[cH:6][cH:7][c:8]([C:10]1([C:13](=[O:14])[NH:15][c:16]3[s:17][c:18]([CH:21]([NH:22][S:23]([C:24]([CH3:25])([CH3:26])[CH3:27])=[O:28])[c:29]4[c:30]([Cl:36])[cH:31][c:32]([F:35])[cH:33][cH:34]4)[cH:19][n:20]3)[CH2:11][CH2:12]1)[cH:9]2.[O:38]1[CH2:39][CH2:40][O:41][CH2:42][CH2:43]1>>[O:1]1[CH2:2][O:3][c:4]2[c:5]1[cH:6][cH:7][c:8]([C:10]1([C:13](=[O:14])[NH:15][c:16]3[s:17][c:18]([CH:21]([NH2:22])[c:29]4[c:30]([Cl:36])[cH:31][c:32]([F:35])[cH:33][cH:34]4)[cH:19][n:20]3)[CH2:11][CH2:12]1)[cH:9]2.